Dataset: the Open Reaction Database (ORD), a public repository of structured organic reaction records. Task: describe an organic reaction: reactants, conditions, products, and yield Run in C(Cl)Cl (methylene chloride). Product: C(C1=CC=CC=C1)OC(CCC(=O)O)=O (Succinic acid monobenzyl ester). Run at time 30 minute. Reaction SMILES: [C:1]1(=[O:7])[O:6][C:4](=[O:5])[CH2:3][CH2:2]1.[CH2:8]([OH:15])[C:9]1[CH:14]=[CH:13][CH:12]=[CH:11][CH:10]=1.N1C=CC=CC=1.C(O)(=O)CC(CC(O)=O)(C(O)=O)O>C(Cl)Cl.CN(C)C1C=CN=CC=1>[CH2:8]([O:15][C:4](=[O:5])[CH2:3][CH2:2][C:1]([OH:6])=[O:7])[C:9]1[CH:14]=[CH:13][CH:12]=[CH:11][CH:10]=1. Reagents/catalysts: CN(C1=CC=NC=C1)C (4-dimethylaminopyridine). Procedure: Succinic anhydride (30 g, 300 mmole) was dissolved in methylene chloride (300 ml). To the solution were added benzyl alcohol (10.2 ml, 100 mmole), 4-dimethylaminopyridine (1.22 g, 10 mmole) and pyridine (48 ml). After 3 hours the reaction mixture was poured in to citric acid aqueous solution. The organic phase was concentrated to small volume and sodium hydrogen carbonate and water were added. Then mixture was stirred for 30 min. The aqueous phase was collected, and to it was added citric acid a... The reactants are C(C1=CC=CC=C1)O (benzyl alcohol), N1=CC=CC=C1 (pyridine), C(CC(O)(C(=O)O)CC(=O)O)(=O)O (citric acid), C1(CCC(=O)O1)=O (Succinic anhydride). The reactants are O (water), O1CCCC1 (tetrahydrofuran), potassium tert.-butylate, [Na+].[Cl-] (NaCl), O (water), C1CSC2(C=C3CC[C@H]4[C@@H]5C=CC([C@@]5(C)CC([C@@H]4[C@H]3CC2)=C)=O)S1 (11-methylene-oestr-4,15-diene-3,17-dione-3-ethylenedithioacetal), O1CCCC1 (tetrahydrofuran), [K] (potassium), O1CCCC1 (tetrahydrofuran). The solvent is C#C (acetylene), C#C (acetylene). The product is C1CSC2(C=C3CC[C@H]4[C@@H]5C=C[C@@]([C@@]5(C)CC([C@@H]4[C@H]3CC2)=C)(O)C#C)S1 (11-methylene-17α-ethinyl-17β-hydroxy-oestra-4,15-diene-3-one-3-ethylenedithioacetal). As a reaction SMILES: [CH2:1]1[S:24][C:4]2([CH2:21][CH2:20][C@H:19]3[C:6]([CH2:7][CH2:8][C@@H:9]4[C@@H:18]3[C:17](=[CH2:22])[CH2:16][C@@:14]3([CH3:15])[C@H:10]4[CH:11]=[CH:12][C:13]3=[O:23])=[CH:5]2)[S:3][CH2:2]1.[K].O.[Na+].[Cl-].O1CC[CH2:31][CH2:30]1>C#C>[CH2:2]1[S:3][C:4]2([CH2:21][CH2:20][C@H:19]3[C:6]([CH2:7][CH2:8][C@@H:9]4[C@@H:18]3[C:17](=[CH2:22])[CH2:16][C@@:14]3([CH3:15])[C@H:10]4[CH:11]=[CH:12][C@:13]3([C:30]#[CH:31])[OH:23])=[CH:5]2)[S:24][CH2:1]1 |f:3.4,^1:24|. Reported procedure: A solution of 3.5 g of 11-methylene-oestr-4,15-diene-3,17-dione-3-ethylenedithioacetal in 52.5 ml of dry tetrahydrofuran was added, at -15° C. to -20° C., with stirring, to a tetrahydrofuran solution of potassium acetalide, prepared from 8.4 g of potassium tert.-butylate in acetylene. The reaction mixture was stirred for a further hour at this temperature, with continuous passage of acetylene. Thereafter, a mixture of 10 ml of water and 10 ml of tetrahydrofuran was added dropwise to the reaction... The reactants are C[O-], CO, CCn1c(C(C)(O)CCl)nc2cc(Cl)c(Cl)cc21, FC(F)(F)CS, [Na+]. Yields the product CCn1c(C(C)(O)CSCC(F)(F)F)nc2cc(Cl)c(Cl)cc21. Reaction SMILES: [CH3:25][O-:26].[CH3:28][OH:29].[Cl:1][CH2:2][C:3]([CH3:4])([OH:5])[c:6]1[n:7][c:8]2[c:9]([n:10]1[CH2:11][CH3:12])[cH:13][c:14]([Cl:18])[c:15]([Cl:17])[cH:16]2.[F:19][C:20]([CH2:21][SH:22])([F:23])[F:24].[Na+:27]>>[CH2:2]([C:3]([CH3:4])([OH:5])[c:6]1[n:7][c:8]2[c:9]([n:10]1[CH2:11][CH3:12])[cH:13][c:14]([Cl:18])[c:15]([Cl:17])[cH:16]2)[S:22][CH2:21][C:20]([F:19])([F:23])[F:24]. Reactants: CCOC(=O)C(Br)C(=O)OCC, CCOC(=O)C(C)NCc1ccccc1. The product is Br, CCOC(=O)C(C)NCc1ccccc1. As a reaction SMILES: [Br:16][CH:17]([C:18]([O:19][CH2:20][CH3:21])=[O:22])[C:23]([O:24][CH2:25][CH3:26])=[O:27].[CH2:1]([c:2]1[cH:3][cH:4][cH:5][cH:6][cH:7]1)[NH:8][CH:9]([C:10](=[O:11])[O:12][CH2:13][CH3:14])[CH3:15]>>[BrH:16].[CH2:1]([c:2]1[cH:3][cH:4][cH:5][cH:6][cH:7]1)[NH:8][CH:9]([C:10](=[O:11])[O:12][CH2:13][CH3:14])[CH3:15]. The reactants are C(C1=CC=CC=C1)N1CCC(CC1)NC (1-benzyl-4-methylaminopiperidine), [H][H] (hydrogen), C=O (formaldehyde), [H][H] (hydrogen). The reagents and catalysts are [Pt]=O (platinum oxide). The solvent is C(C)O (ethanol), C(C)O (ethanol). Yields the product C(C1=CC=CC=C1)N1CCC(CC1)N(C)C (1-benzyl-4-dimethylaminopiperidine). As a reaction SMILES: [CH2:1]([N:8]1[CH2:13][CH2:12][CH:11]([NH:14][CH3:15])[CH2:10][CH2:9]1)[C:2]1[CH:7]=[CH:6][CH:5]=[CH:4][CH:3]=1.[CH2:16]=O.[H][H]>[Pt]=O.C(O)C>[CH2:1]([N:8]1[CH2:13][CH2:12][CH:11]([N:14]([CH3:16])[CH3:15])[CH2:10][CH2:9]1)[C:2]1[CH:3]=[CH:4][CH:5]=[CH:6][CH:7]=1. Reported procedure: To a suspension of 0.5 g. of platinum oxide in 25 ml. of ethanol (prereduced as described above) was added a solution of the 1-benzyl-4-methylaminopiperidine and 29.7 ml. of 37 percent aqueous formaldehyde in 60 ml. of ethanol. This suspension was reduced at 50 psi of hydrogen until one equivalent of hydrogen was consumed. The mixture was then filtered and the filtrate concentrated in vacuo. A solution of the residue in benzene was extracted with dilute hydrochloric acid. The aqueous phase was m...